This data is from the Open Reaction Database (ORD), a public repository of structured organic reaction records. The task is: describe an organic reaction: reactants, conditions, products, and yield The reactants are Br.ClC1=CC=NC2=C(C=CC=C12)O (4-chloro-quinolin-8-ol hydrobromide), C1(CCCCC1)COC1=CC=C(N)C=C1 (4-(cyclohexylmethyloxy)aniline). Yields the product O.Cl.C1(CCCCC1)COC1=CC=C(C=C1)NC1=CC=NC2=C(C=CC=C12)O (4-[4-(cyclohexylmethyloxy)phenylamino]quinolin-8-ol Hydrochloride Hydrate). RXN SMILES: Br.[Cl:2][C:3]1[C:12]2[C:7](=[C:8]([OH:13])[CH:9]=[CH:10][CH:11]=2)[N:6]=[CH:5][CH:4]=1.[CH:14]1([CH2:20][O:21][C:22]2[CH:28]=[CH:27][C:25]([NH2:26])=[CH:24][CH:23]=2)[CH2:19][CH2:18][CH2:17][CH2:16][CH2:15]1>>[OH2:13].[ClH:2].[CH:14]1([CH2:20][O:21][C:22]2[CH:28]=[CH:27][C:25]([NH:26][C:3]3[C:12]4[C:7](=[C:8]([OH:13])[CH:9]=[CH:10][CH:11]=4)[N:6]=[CH:5][CH:4]=3)=[CH:24][CH:23]=2)[CH2:15][CH2:16][CH2:17][CH2:18][CH2:19]1 |f:0.1,3.4.5|. Procedure: In a manner similar to that described in Example 46, Part B, 4-chloro-quinolin-8-ol hydrobromide and 4-(cyclohexylmethyloxy)aniline were tranformed into and the title product: m.p. 286°-288° C. (from methanol-acetonitrile). Starting materials: [Li+].[OH-] (LiOH), BrC=1C=C2C(CC(N(C2=CC1)COC1=CC=C(C=C1)C(CC(=O)OC)C#CC)=O)(C)C (methyl 3-[4-(6-bromo-4,4-dimethyl-2-oxo-3,4-dihydro-2H-quinolin-1-ylmethoxy)-phenyl]hex-4-ynoate), OS(=O)(=O)O (H2SO4). Run in O1CCCC1 (tetrahydrofuran). Conditions: time 2 hour. Yields the product BrC=1C=C2C(CC(N(C2=CC1)COC1=CC=C(C=C1)C(CC(=O)O)C#CC)=O)(C)C (3-[4-(6-Bromo-4,4-dimethyl-2-oxo-3,4-dihydro-2H-quinolin-1-ylmethoxy)phenyl]hex-4-ynoic acid). RXN SMILES: [Br:1][C:2]1[CH:3]=[C:4]2[C:9](=[CH:10][CH:11]=1)[N:8]([CH2:12][O:13][C:14]1[CH:19]=[CH:18][C:17]([CH:20]([C:26]#[C:27][CH3:28])[CH2:21][C:22]([O:24]C)=[O:23])=[CH:16][CH:15]=1)[C:7](=[O:29])[CH2:6][C:5]2([CH3:31])[CH3:30].[Li+].[OH-].OS(O)(=O)=O>O1CCCC1>[Br:1][C:2]1[CH:3]=[C:4]2[C:9](=[CH:10][CH:11]=1)[N:8]([CH2:12][O:13][C:14]1[CH:19]=[CH:18][C:17]([CH:20]([C:26]#[C:27][CH3:28])[CH2:21][C:22]([OH:24])=[O:23])=[CH:16][CH:15]=1)[C:7](=[O:29])[CH2:6][C:5]2([CH3:31])[CH3:30] |f:1.2|. Procedure details: 91 mg of methyl 3-[4-(6-bromo-4,4-dimethyl-2-oxo-3,4-dihydro-2H-quinolin-1-ylmethoxy)-phenyl]hex-4-ynoate were dissolved in 1.4 ml of tetrahydrofuran, and 1N LiOH solution was added. The experiment was stirred at room temperature for 2 hours and left to stand at room temperature overnight. Subsequently, 2N H2SO4 was used to adjust the pH to 1 and the mixture was extracted with 80 ml of ethyl acetate. The organic phase was removed and dried over MgSO4, filtered and then concentrated under reduced... The reactants are CC(=O)OC(C)=O, O=[N+]([O-])O, CCOC(=O)c1cccs1. Yields the product CCOC(=O)c1ccc([N+](=O)[O-])s1. As a reaction SMILES: [CH3:1][C:2]([O:3][C:4](=[O:5])[CH3:6])=[O:7].[OH:8][N+:9]([O-:10])=[O:11].[s:12]1[c:13]([C:17](=[O:18])[O:19][CH2:20][CH3:21])[cH:14][cH:15][cH:16]1>>[O-:8][N+:9](=[O:11])[c:16]1[s:12][c:13]([C:17](=[O:18])[O:19][CH2:20][CH3:21])[cH:14][cH:15]1.